Dataset: the Open Reaction Database (ORD), a public repository of structured organic reaction records. Task: describe an organic reaction: reactants, conditions, products, and yield The reactants are CCN(C(C)C)C(C)C, C1CCOC1, CCN=C=NCCCN(C)C, CO, ClCCl, Cl, O=C(O)c1ccc(OCc2c(-c3ccc(F)cc3)noc2CO)nc1, CC(C)(N)CO, O, On1nnc2ccccc21. Yields the product CC(C)(CO)NC(=O)c1ccc(OCc2c(-c3ccc(F)cc3)noc2CO)nc1. As a reaction SMILES: [CH2:37]([N:38]([CH:39]([CH3:40])[CH3:41])[CH:42]([CH3:43])[CH3:44])[CH3:45].[CH2:64]1[O:65][CH2:66][CH2:67][CH2:68]1.[CH3:47][N:48]([CH3:49])[CH2:50][CH2:51][CH2:52][N:53]=[C:54]=[N:55][CH2:56][CH3:57].[CH3:69][OH:70].[Cl:71][CH2:72][Cl:73].[ClH:46].[F:1][c:2]1[cH:3][cH:4][c:5](-[c:8]2[n:9][o:10][c:11]([CH2:24][OH:25])[c:12]2[CH2:13][O:14][c:15]2[n:16][cH:17][c:18]([C:19](=[O:20])[OH:21])[cH:22][cH:23]2)[cH:6][cH:7]1.[NH2:58][C:59]([CH2:60][OH:61])([CH3:62])[CH3:63].[OH2:26].[OH:27][n:28]1[c:29]2[cH:30][cH:31][cH:32][cH:33][c:34]2[n:35][n:36]1>>[F:1][c:2]1[cH:3][cH:4][c:5](-[c:8]2[n:9][o:10][c:11]([CH2:24][OH:25])[c:12]2[CH2:13][O:14][c:15]2[n:16][cH:17][c:18]([C:19](=[O:20])[NH:58][C:59]([CH2:60][OH:61])([CH3:62])[CH3:63])[cH:22][cH:23]2)[cH:6][cH:7]1. The reactants are ClC=1C=C(N)C=C(C1)C(F)(F)F (3-chloro-5-(trifluoromethyl)aniline), BrN1C(CCC1=O)=O (N-bromosuccinimide). Solvent: CS(=O)C (dimethylsulfoxide). The product is BrC1=C(C=C(N)C=C1C(F)(F)F)Cl (4-bromo-3-chloro-5-(trifluoromethyl)aniline). The yield is 95.7%. Reaction SMILES: [Cl:1][C:2]1[CH:3]=[C:4]([CH:6]=[C:7]([C:9]([F:12])([F:11])[F:10])[CH:8]=1)[NH2:5].[Br:13]N1C(=O)CCC1=O>CS(C)=O>[Br:13][C:8]1[C:7]([C:9]([F:10])([F:11])[F:12])=[CH:6][C:4]([NH2:5])=[CH:3][C:2]=1[Cl:1]. Procedure details: To a mixture of 3-chloro-5-(trifluoromethyl)aniline (3.25 g, 16.6 mmol, Eq: 1.00) in dimethylsulfoxide (43.4 ml) was added N-bromosuccinimide (3.11 g, 17.4 mmol, Eq: 1.05) in 5 portions over 2.5 hr (622 mg each 30 min). 2 h after the last addition, the reaction mixture was partitioned between 10% aqueous sodium sulfite and ethyl acetate. The organic layer was washed with aqueous sat. sodium carbonate, water (3 times) and brine then adsorbed unto silica (6 g) and purified on silica gel (column 12... The reactants are C(C)(=O)OC(C)=O (acetic anhydride), C(C)(=O)O (acetic acid), BrC=1C=C2CCCC(C2=CC1)(C)C (6-bromo-1,2,3,4-tetrahydro-1,1-dimethylnaphthalene), BrC=1C=C2CCCC(C2=CC1)(C)C (6-bromo-1,2,3,4-tetrahydro-1,1-dimethylnaphthalene). The reagents and catalysts are [O-2].[O-2].[O-2].[Cr+6] (chromium trioxide). The solvent is C1=CC=CC=C1 (benzene). Conditions: time 1 hour. Product: BrC1=CC=C2C(CC=CC2=C1)(C)C (7-Bromo-3,4-dihydro-4,4-dimethylnaphthalen). Reaction SMILES: C(OC(=O)C)(=O)C.C(O)(=O)C.[Br:12][C:13]1[CH:14]=[C:15]2[C:20](=[CH:21][CH:22]=1)[C:19]([CH3:24])([CH3:23])[CH2:18][CH2:17][CH2:16]2>C1C=CC=CC=1.[O-2].[O-2].[O-2].[Cr+6]>[Br:12][C:13]1[CH:14]=[C:15]2[C:20]([C:19]([CH3:24])([CH3:23])[CH2:18][CH:17]=[CH:16]2)=[CH:21][CH:22]=1 |f:4.5.6.7|. Reported procedure: To a cold mixture (0° C.) of 209 g (200 mmol) of chromium trioxide, 100 ml (1.06 mol) of acetic anhydride and 200 ml (3.5 mol) of acetic acid was added a solution of 10 g (41.8 mmol) of 6-bromo-1,2,3,4-tetrahydro-1,1-dimethylnaphthalene (Compound F) in 125 ml of benzene. The reaction mixture was stirred for 1 hour, quenched with ice cold water and extracted with Et2O (3×100 ml). The organic layer was dried over MgSO4, concentrated in vacuo, and purified by column chromatography (silica, 10% EtOA... The reactants are CCOC(C)=O, O=C(O)c1ccc(Oc2ccc3c(c2)CCN(C2CCC2)CC3)nc1, NN, C1CCOC1, O, O=S(Cl)Cl. Yields the product NNC(=O)c1ccc(Oc2ccc3c(c2)CCN(C2CCC2)CC3)nc1. RXN SMILES: [CH3:38][CH2:39][O:40][C:41](=[O:42])[CH3:43].[CH:5]1([N:9]2[CH2:10][CH2:11][c:12]3[c:13]([cH:16][cH:17][c:18]([O:20][c:21]4[cH:22][cH:23][c:24]([C:27](=[O:28])[OH:29])[cH:25][n:26]4)[cH:19]3)[CH2:14][CH2:15]2)[CH2:6][CH2:7][CH2:8]1.[NH2:31][NH2:32].[O:33]1[CH2:34][CH2:35][CH2:36][CH2:37]1.[OH2:30].[S:1]([Cl:2])([Cl:3])=[O:4]>>[CH:5]1([N:9]2[CH2:10][CH2:11][c:12]3[c:13]([cH:16][cH:17][c:18]([O:20][c:21]4[cH:22][cH:23][c:24]([C:27](=[O:29])[NH:31][NH2:32])[cH:25][n:26]4)[cH:19]3)[CH2:14][CH2:15]2)[CH2:6][CH2:7][CH2:8]1. The reactants are C, CN(C)C(=O)C1CC(O)CN1C(=O)OCc1ccccc1, CCO, [H][H], O, [Pd]. The product is CN(C)C(=O)C1CC(O)CN1. RXN SMILES: [C:28].[CH2:1]([O:2][C:3](=[O:4])[N:11]1[CH:12]([C:17](=[O:18])[N:19]([CH3:20])[CH3:21])[CH2:13][CH:14]([OH:16])[CH2:15]1)[c:5]1[cH:6][cH:7][cH:8][cH:9][cH:10]1.[CH3:25][CH2:26][OH:27].[H:23][H:24].[OH2:22].[Pd:29]>>[NH:11]1[CH:12]([C:17](=[O:18])[N:19]([CH3:20])[CH3:21])[CH2:13][CH:14]([OH:16])[CH2:15]1. Starting materials: O=C1N=C(SC2=C1C=CC=C2)C2=CC=C(C=N2)CCCOCCC(=O)OC(C)(C)C (tert-Butyl 3-{3-[6-(4-oxo-4H-1,3-benzothiazin-2-yl)-3-pyridyl]propoxy}propanoate), FC(C(=O)O)(F)F (trifluoroacetic acid). Yields the product O=C1N=C(SC2=C1C=CC=C2)C2=CC=C(C=N2)CCCOCCC(=O)O (3-{3-[6-(4-Oxo-4H-1,3-benzothiazin-2-yl)-3-pyridyl]propoxy}propionic acid). Yield: 64.6%. Reaction SMILES: [O:1]=[C:2]1[C:7]2[CH:8]=[CH:9][CH:10]=[CH:11][C:6]=2[S:5][C:4]([C:12]2[N:17]=[CH:16][C:15]([CH2:18][CH2:19][CH2:20][O:21][CH2:22][CH2:23][C:24]([O:26]C(C)(C)C)=[O:25])=[CH:14][CH:13]=2)=[N:3]1.FC(F)(F)C(O)=O>>[O:1]=[C:2]1[C:7]2[CH:8]=[CH:9][CH:10]=[CH:11][C:6]=2[S:5][C:4]([C:12]2[N:17]=[CH:16][C:15]([CH2:18][CH2:19][CH2:20][O:21][CH2:22][CH2:23][C:24]([OH:26])=[O:25])=[CH:14][CH:13]=2)=[N:3]1. Procedure: tert-Butyl 3-{3-[6-(4-oxo-4H-1,3-benzothiazin-2-yl)-3-pyridyl]propoxy}propanoate (1.0 g, 2.3 mmol) and trifluoroacetic acid (4.0 ml) was stirred under ice cooling condition for 5 hrs. The reaction mixture was concentrated under reduced pressure, diluted with chloroform, washed with water and dried. The solvent was evaporated. The residue was subjected to a silica gel column chromatography, eluted with ethyl acetate-methanol (20:1, v/v) and recrystallized from chloroform-ethyl acetate to give the...